The task is: describe an organic reaction: reactants, conditions, products, and yield. This data is from the Open Reaction Database (ORD), a public repository of structured organic reaction records. Reactants: C(CC#CCCCCCCCC)O (3-dodecyn-1-ol), [H][H] (hydrogen). The reagents and catalysts are [Pd].CC(=O)[O-].CC(=O)[O-].[Pb+2] (Lindlar catalyst). Run in C(C)(=O)OCC (ethyl acetate). Yields the product C(C\C=C/CCCCCCCC)O ((Z)-3-dodecen-1-ol). Yield: 91.5%. Reaction SMILES: [CH2:1]([OH:13])[CH2:2][C:3]#[C:4][CH2:5][CH2:6][CH2:7][CH2:8][CH2:9][CH2:10][CH2:11][CH3:12].[H][H]>[Pd].CC([O-])=O.CC([O-])=O.[Pb+2].C(OCC)(=O)C>[CH2:1]([OH:13])[CH2:2]/[CH:3]=[CH:4]\[CH2:5][CH2:6][CH2:7][CH2:8][CH2:9][CH2:10][CH2:11][CH3:12] |f:2.3.4.5|. Procedure: To a solution of 3.20 g (17.5 mmoles) of 3-dodecyn-1-ol in 35 ml. of ethyl acetate was added 0.300 g of Lindlar catalyst (Lindlar, Helvetica Chimica Acta 35, 450 (1952)). The hydrogenation was carried out at atmospheric pressure with stirring. When the theoretical quantity of hydrogen had been taken up, the hydrogenation was stopped and the reaction mixture was filtered through Celite. After removal of the solvent, in vacuo, the residue was evaporatively distilled under reduced pressure to affor... Starting materials: N1(C=NC=C1)CCCNC(C1=CC=CC=C1)=O (N-[3-(1H-imidazol-1-yl)propyl]benzamide), [H-].[Na+] (sodium hydride), C(C1=CC=CC=C1)Br (benzyl bromide). Solvent: CN(C=O)C (dimethylformamide). Run at time 24 hour. Yields the product C(C1=CC=CC=C1)N(C(C1=CC=CC=C1)=O)CCCN1C=NC=C1 (N-Benzyl-N-[3-(1H-imidazol-1-yl)propyl]benzamide). As a reaction SMILES: [N:1]1([CH2:6][CH2:7][CH2:8][NH:9][C:10](=[O:17])[C:11]2[CH:16]=[CH:15][CH:14]=[CH:13][CH:12]=2)[CH:5]=[CH:4][N:3]=[CH:2]1.[H-].[Na+].[CH2:20](Br)[C:21]1[CH:26]=[CH:25][CH:24]=[CH:23][CH:22]=1>CN(C)C=O>[CH2:20]([N:9]([CH2:8][CH2:7][CH2:6][N:1]1[CH:5]=[CH:4][N:3]=[CH:2]1)[C:10](=[O:17])[C:11]1[CH:16]=[CH:15][CH:14]=[CH:13][CH:12]=1)[C:21]1[CH:26]=[CH:25][CH:24]=[CH:23][CH:22]=1 |f:1.2|. Reported procedure: A mixture of 4.58 g. of N-[3-(1H-imidazol-1-yl)propyl]benzamide, 40 ml. of dimethylformamide, and 0.96 g. of 50% sodium hydride in oil was stirred for 2 hours and 2.62 g. of benzyl bromide was added. The mixture was stirred for 24 hours, concentrated to remove the dimethyl formamide, diluted with water and methylene chloride, and the layers separated. The organic layer was washed with water, dried over magnesium sulfate, and concentrated. The oil was twice washed with hexane and again concentrat... As a reaction SMILES: [CH3:50][CH:51]([OH:52])[CH2:53][CH2:54][CH3:55].[Cl:1][c:2]1[cH:3][c:4]([C:8](=[O:9])[c:10]2[cH:11][c:12]3[c:13]([nH:14][c:15](=[O:17])[o:16]3)[c:18]([CH3:20])[cH:19]2)[n:5][cH:6][n:7]1.[NH2:21][c:22]1[cH:23][c:24]2[c:28]([cH:29][cH:30]1)[CH2:27][C:26]1([CH2:25]2)[C:31](=[O:39])[NH:32][c:33]2[n:34][cH:35][cH:36][cH:37][c:38]21.[c:40]1([S:41]([OH:42])(=[O:43])=[O:44])[cH:45][cH:46][cH:47][cH:48][cH:49]1>>[c:2]1([NH:21][c:22]2[cH:23][c:24]3[c:28]([cH:29][cH:30]2)[CH2:27][C:26]2([CH2:25]3)[C:31](=[O:39])[NH:32][c:33]3[n:34][cH:35][cH:36][cH:37][c:38]32)[cH:3][c:4]([C:8](=[O:9])[c:10]2[cH:11][c:12]3[c:13]([nH:14][c:15](=[O:17])[o:16]3)[c:18]([CH3:20])[cH:19]2)[n:5][cH:6][n:7]1. Starting materials: CCCC(C)O, Cc1cc(C(=O)c2cc(Cl)ncn2)cc2oc(=O)[nH]c12, Nc1ccc2c(c1)CC1(C2)C(=O)Nc2ncccc21, O=S(=O)(O)c1ccccc1. Yields the product Cc1cc(C(=O)c2cc(Nc3ccc4c(c3)CC3(C4)C(=O)Nc4ncccc43)ncn2)cc2oc(=O)[nH]c12. Product: N1=CC=CC=2CCC3=C(SC21)C=CC(=C3)CC(=O)N ((5,6-dihydro benzo[b]pyrido[3,2-f]thiepin-8-yl)-acetamide). The reactants are N1=CC=CC=2CCC3=C(SC21)C=CC(=C3)CC(=O)O ((5,6-dihydro benzo[b]pyrido[3,2-f]-thiepin-8-yl)-acetic acid), C1(CCCCC1)N=C=NC1CCCCC1 (dicyclohexylcarbodiimide), C(Cl)(Cl)Cl (chloroform), C(Cl)(Cl)Cl (chloroform), ice water, C(C)(=O)O (acetic acid). Reaction SMILES: [N:1]1[C:11]2[S:10][C:9]3[CH:12]=[CH:13][C:14]([CH2:16][C:17]([OH:19])=O)=[CH:15][C:8]=3[CH2:7][CH2:6][C:5]=2[CH:4]=[CH:3][CH:2]=1.C1([N:26]=C=NC2CCCCC2)CCCCC1.C(Cl)(Cl)Cl.C(O)(=O)C>C(OCC)(=O)C>[N:1]1[C:11]2[S:10][C:9]3[CH:12]=[CH:13][C:14]([CH2:16][C:17]([NH2:26])=[O:19])=[CH:15][C:8]=3[CH2:7][CH2:6][C:5]=2[CH:4]=[CH:3][CH:2]=1. Conditions: temperature 0 celsius, time 20 minute. The solvent is C(C)(=O)OCC (ethyl acetate). The yield is 24.1%. Procedure: A mixture of 100 mg of (5,6-dihydro benzo[b]pyrido[3,2-f]-thiepin-8-yl)-acetic acid, 100 mg of dicyclohexylcarbodiimide and 20 ml of chloroform was stirred under a nitrogen atmosphere at 0° C. for 20 minutes. To the resulting mixture was slowly added 1 ml of chloroform containing excess ammonia. The mixture was stirred at 0° C. for 30 minutes and then at room temperature for 1 hour. To this was added 500 g of ice water, and the mixture was acidified with acetic acid and extracted with 50 ml of c... Starting materials: CC1=C(C(NC(=C1)C)=O)CNC(=O)C=1C2=C(N=C(C1)C=1CCN(CC1)C1CCN(CC1)S(=O)(=O)C)N(N=C2)C(C)C (N-((4,6-dimethyl-2-oxo-1,2-dihydropyridin-3-yl)methyl)-1-isopropyl-6-(1-(1-(methylsulfonyl)piperidin-4-yl)-1,2,3,6-tetrahydropyridin-4-yl)-1H-pyrazolo[3,4-b]pyridine-4-carboxamide). Solvent: CCO (EtOH), [Pd] (Pd/C). Run at time 3.5 hour. The product is CC1=C(C(NC(=C1)C)=O)CNC(=O)C=1C2=C(N=C(C1)C1CCN(CC1)C1CCN(CC1)S(=O)(=O)C)N(N=C2)C(C)C (N-((4,6-dimethyl-2-oxo-1,2-dihydropyridin-3-yl)methyl)-1-isopropyl-6-(1′-(methylsulfonyl)-[1,4′-bipiperidin]-4-yl)-1H-pyrazolo[3,4-b]pyridine-4-carboxamide). Yield: 27.0%. Reaction SMILES: [CH3:1][C:2]1[CH:7]=[C:6]([CH3:8])[NH:5][C:4](=[O:9])[C:3]=1[CH2:10][NH:11][C:12]([C:14]1[C:15]2[CH:38]=[N:37][N:36]([CH:39]([CH3:41])[CH3:40])[C:16]=2[N:17]=[C:18]([C:20]2[CH2:21][CH2:22][N:23]([CH:26]3[CH2:31][CH2:30][N:29]([S:32]([CH3:35])(=[O:34])=[O:33])[CH2:28][CH2:27]3)[CH2:24][CH:25]=2)[CH:19]=1)=[O:13]>CCO.[Pd]>[CH3:1][C:2]1[CH:7]=[C:6]([CH3:8])[NH:5][C:4](=[O:9])[C:3]=1[CH2:10][NH:11][C:12]([C:14]1[C:15]2[CH:38]=[N:37][N:36]([CH:39]([CH3:41])[CH3:40])[C:16]=2[N:17]=[C:18]([CH:20]2[CH2:21][CH2:22][N:23]([CH:26]3[CH2:27][CH2:28][N:29]([S:32]([CH3:35])(=[O:33])=[O:34])[CH2:30][CH2:31]3)[CH2:24][CH2:25]2)[CH:19]=1)=[O:13]. Procedure details: To a stirred solution of N-((4,6-dimethyl-2-oxo-1,2-dihydropyridin-3-yl)methyl)-1-isopropyl-6-(1-(1-(methylsulfonyl)piperidin-4-yl)-1,2,3,6-tetrahydropyridin-4-yl)-1H-pyrazolo[3,4-b]pyridine-4-carboxamide (0.06 g, 0.18 mmol) in EtOH (2 mL), 10% Pd/C in catalytic amount was added and stirred it at room temperature under hydrogen pressure (balloon pressure) for 3-4 hr. On completion of reaction, reaction mass was filtered through celite bed, then filtrate was concentrated under reduced pressure, f... Reactants: IC1=CC=C(C=C1)CC(=O)N[C@H](C)C1=NC=C(C=C1)NCC(F)(F)F (2-(4-iodophenyl)-N-((1R)-1-{5-[(2,2,2-trifluoroethyl)amino]pyridin-2-yl}ethyl)acetamide), C1(CC1)C1=NNC2=CC=CC=C12 (3-cyclopropyl-1H-indazole), C([O-])([O-])=O.[Cs+].[Cs+] (cesium carbonate), C(C=1C(O)=CC=CC1)=NO (salicylaldoxime). The reagents and catalysts are [Cu-]=O (copper (I) oxide). Run in CC#N (CH3CN), O (water). Reaction conditions: temperature 150 celsius, time 8 hour. Product: C1(CC1)C1=NN(C2=CC=CC=C12)C1=CC=C(C=C1)CC(=O)N[C@H](C)C1=NC=C(C=C1)NCC(F)(F)F (2-[4-(3-cyclopropyl-1H-indazole-1-yl)phenyl]-N-((1R)-1-{5-[(2,2,2-trifluoroethyl)amino]pyridin-2-yl}ethyl)acetamide). The yield is 68.0%. RXN SMILES: I[C:2]1[CH:7]=[CH:6][C:5]([CH2:8][C:9]([NH:11][C@@H:12]([C:14]2[CH:19]=[CH:18][C:17]([NH:20][CH2:21][C:22]([F:25])([F:24])[F:23])=[CH:16][N:15]=2)[CH3:13])=[O:10])=[CH:4][CH:3]=1.[CH:26]1([C:29]2[C:37]3[C:32](=[CH:33][CH:34]=[CH:35][CH:36]=3)[NH:31][N:30]=2)[CH2:28][CH2:27]1.C(=O)([O-])[O-].[Cs+].[Cs+].C(=NO)C1C(=CC=CC=1)O>[Cu-]=O.O.CC#N>[CH:26]1([C:29]2[C:37]3[C:32](=[CH:33][CH:34]=[CH:35][CH:36]=3)[N:31]([C:2]3[CH:7]=[CH:6][C:5]([CH2:8][C:9]([NH:11][C@@H:12]([C:14]4[CH:19]=[CH:18][C:17]([NH:20][CH2:21][C:22]([F:25])([F:24])[F:23])=[CH:16][N:15]=4)[CH3:13])=[O:10])=[CH:4][CH:3]=3)[N:30]=2)[CH2:28][CH2:27]1 |f:2.3.4|. Procedure details: The starting 2-(4-iodophenyl)-N-((1R)-1-{5-[(2,2,2-trifluoroethyl)amino]pyridin-2-yl}ethyl)acetamide (130 mg, 0.280 mmol), 3-cyclopropyl-1H-indazole (66.5 mg, 0.420 mmol), copper (I) oxide (2.004 mg, 0.014 mmol), cesium carbonate (146 mg, 0.448 mmol), and salicylaldoxime (7.68 mg, 0.056 mmol) were mixed into 1.0 ml of CH3CN in a sealed bottle. The mixture was stirred at 150° C. overnight. After cooled, water (25 mL) was added and the mixture. Organics were extracted with CH2Cl2, dried over Na2SO... Starting materials: Cl.COC(C(CC=1C=C2C=CN=C(C2=CC1)N)NS(=O)(=O)C1=CC2=CC=CC=C2C=C1)=O (3-(1-amino-6-isoquinolinyl)-2-[(2-naphthalenylsulfonyl)amino]propionic acid methyl ester hydrochloride), CC1CCNCC1 (4-methylpiperidine). Yields the product Cl.NC1=NC=CC2=CC(=CC=C12)CC(C(=O)N1CCC(CC1)C)NS(=O)(=O)C1=CC2=CC=CC=C2C=C1 (1-[3-(1-amino-6-isoquinolinyl)-2-[(2-naphthalenylsulfonyl)amino]-1-oxopropyl]-4-methylpiperidine hydrochloride). As a reaction SMILES: [ClH:1].CO[C:4](=[O:32])[CH:5]([NH:18][S:19]([C:22]1[CH:31]=[CH:30][C:29]2[C:24](=[CH:25][CH:26]=[CH:27][CH:28]=2)[CH:23]=1)(=[O:21])=[O:20])[CH2:6][C:7]1[CH:8]=[C:9]2[C:14](=[CH:15][CH:16]=1)[C:13]([NH2:17])=[N:12][CH:11]=[CH:10]2.[CH3:33][CH:34]1[CH2:39][CH2:38][NH:37][CH2:36][CH2:35]1>>[ClH:1].[NH2:17][C:13]1[C:14]2[C:9](=[CH:8][C:7]([CH2:6][CH:5]([NH:18][S:19]([C:22]3[CH:31]=[CH:30][C:29]4[C:24](=[CH:25][CH:26]=[CH:27][CH:28]=4)[CH:23]=3)(=[O:21])=[O:20])[C:4]([N:37]3[CH2:38][CH2:39][CH:34]([CH3:33])[CH2:35][CH2:36]3)=[O:32])=[CH:16][CH:15]=2)[CH:10]=[CH:11][N:12]=1 |f:0.1,3.4|. Procedure: Compound 11a was saponified and subsequently coupled with 4-methylpiperidine using the procedure described for 4 to give 11b. 1H-NMR 200 MHz (CD3OD) δ: 0.15-3.24 (12H, m), 3.75-4.24 (2H, m), 4.57-4.72 (1H, m), 6.71-7.91 (10H, m), 8.11-8.19 (2H, m). Reactants: CC(C)(C)OC(=O)C=Cc1ccc(-c2ccc(O)c(C34CC5CC(CC(C5)C3)C4)c2)cc1, O=C1c2ccccc2C(=O)N1CCl, [I-], [K+], [K+], [Na+], O=C([O-])[O-]. Product: CC(C)(C)OC(=O)C=Cc1ccc(-c2ccc(OCN3C(=O)c4ccccc4C3=O)c(C34CC5CC(CC(C5)C3)C4)c2)cc1. RXN SMILES: [C:1]([CH3:2])([CH3:3])([CH3:4])[O:5][C:6]([CH:7]=[CH:8][c:9]1[cH:10][cH:11][c:12](-[c:15]2[cH:16][c:17]([C:22]34[CH2:23][CH:24]5[CH2:25][CH:26]([CH2:27][CH:28]([CH2:29]3)[CH2:30]5)[CH2:31]4)[c:18]([OH:21])[cH:19][cH:20]2)[cH:13][cH:14]1)=[O:32].[Cl:33][CH2:34][N:35]1[C:36](=[O:45])[c:37]2[c:38]([cH:41][cH:42][cH:43][cH:44]2)[C:39]1=[O:40].[I-:52].[K+:46].[K+:47].[Na+:53].[O-:48][C:49]([O-:50])=[O:51]>>[C:1]([CH3:2])([CH3:3])([CH3:4])[O:5][C:6]([CH:7]=[CH:8][c:9]1[cH:10][cH:11][c:12](-[c:15]2[cH:16][c:17]([C:22]34[CH2:23][CH:24]5[CH2:25][CH:26]([CH2:27][CH:28]([CH2:29]3)[CH2:30]5)[CH2:31]4)[c:18]([O:21][CH2:34][N:35]3[C:36](=[O:45])[c:37]4[c:38]([cH:41][cH:42][cH:43][cH:44]4)[C:39]3=[O:40])[cH:19][cH:20]2)[cH:13][cH:14]1)=[O:32]. Reactants: C(C)(C)(C)OC(NC1C(N(CCC1)C)=O)=O (tert-butyl(1-methyl-2-oxopiperidin-3-yl)carbamate), Cl.C(C)(=O)OCC (hydrogen chloride ethyl acetate). The solvent is C(C)(=O)OCC (ethyl acetate). Conditions: time 8 hour. Yields the product Cl.NC1C(N(CCC1)C)=O (3-amino-1-methylpiperidin-2-one hydrochloride), crude product. As a reaction SMILES: C(OC(=O)[NH:7][CH:8]1[CH2:13][CH2:12][CH2:11][N:10]([CH3:14])[C:9]1=[O:15])(C)(C)C.[ClH:17].C(OCC)(=O)C>C(OCC)(=O)C>[ClH:17].[NH2:7][CH:8]1[CH2:13][CH2:12][CH2:11][N:10]([CH3:14])[C:9]1=[O:15] |f:1.2,4.5|. Reported procedure: To a solution of tert-butyl(1-methyl-2-oxopiperidin-3-yl)carbamate (960 mg) in ethyl acetate (10 mL) was added 4N hydrogen chloride/ethyl acetate (5 mL) at room temperature. The reaction mixture was stirred at room temperature overnight, and the solvent was evaporated under reduced pressure to give the title compound as a crude product. Starting materials: BrC=1C=C(C=O)C=CC1 (3-Bromobenzaldehyde), CC(C=C)=O (but-3-en-2-one), N1(CCCCC1)S(=O)(=O)C1=CC=C(C=C1)N (p-piperidinylsulfonyl phenylamine). Reaction SMILES: [Br:1][C:2]1[CH:3]=[C:4]([CH:7]=[CH:8][CH:9]=1)[CH:5]=O.[CH3:10][C:11](=O)[CH:12]=[CH2:13].[N:15]1([S:21]([C:24]2[CH:29]=[CH:28][C:27]([NH2:30])=[CH:26][CH:25]=2)(=[O:23])=[O:22])[CH2:20][CH2:19][CH2:18][CH2:17][CH2:16]1>>[Br:1][C:2]1[CH:3]=[C:4]([C:5]2[N:30]([C:27]3[CH:28]=[CH:29][C:24]([S:21]([N:15]4[CH2:20][CH2:19][CH2:18][CH2:17][CH2:16]4)(=[O:23])=[O:22])=[CH:25][CH:26]=3)[C:11]([CH3:10])=[CH:12][CH:13]=2)[CH:7]=[CH:8][CH:9]=1. Procedure: 3-Bromobenzaldehyde and but-3-en-2-one were treated according to the procedure outlined in General Procedure C followed by subjecting the resulting product to conditions outlined in General Procedure D along with p-piperidinylsulfonyl phenylamine to obtain the titled compound. 1H NMR (CDCl3) δ ppm 1.45-1.60 (6H), 2.18 (3H), 3.05 (4H), 6.18 (1H), 6.40 (1H), 7.05-7.90 (8H); MS (ESI) m/z 459/461 (M+H). The product is BrC=1C=C(C=CC1)C=1N(C(=CC1)C)C1=CC=C(C=C1)S(=O)(=O)N1CCCCC1 (1-{4-[2-(3-bromo-phenyl)-5-methyl-pyrrol-1-yl]-benzenesulfonyl}-piperidine).